From a dataset of the Open Reaction Database (ORD), a public repository of structured organic reaction records. describe an organic reaction: reactants, conditions, products, and yield The reactants are C1(=CC=CC=C1)C=1OC2=C(C1C(C)=O)C=CC=C2 (2-phenyl-3-acetylbenzofuran), C=O (paraformaldehyde), N1CCCC1 (pyrrolidine), saturated solution, Cl (hydrogen chloride). The solvent is C(C)(C)O (isopropanol), C(C)O (ethanol). The product is C1(=CC=CC=C1)C=1OC2=C(C1C(CCN1CCCC1)=O)C=CC=C2 (2-Phenyl-3-(3-pyrrolidinopropionyl)benzofuran). As a reaction SMILES: [C:1]1([C:7]2[O:8][C:9]3[CH:18]=[CH:17][CH:16]=[CH:15][C:10]=3[C:11]=2[C:12](=[O:14])[CH3:13])[CH:6]=[CH:5][CH:4]=[CH:3][CH:2]=1.[CH2:19]=O.[NH:21]1[CH2:25][CH2:24][CH2:23][CH2:22]1.Cl>C(O)(C)C.C(O)C>[C:1]1([C:7]2[O:8][C:9]3[CH:18]=[CH:17][CH:16]=[CH:15][C:10]=3[C:11]=2[C:12](=[O:14])[CH2:13][CH2:19][N:21]2[CH2:25][CH2:24][CH2:23][CH2:22]2)[CH:2]=[CH:3][CH:4]=[CH:5][CH:6]=1. Procedure: To a solution of 23.6 grams of 2-phenyl-3-acetylbenzofuran in 70 milliliters of isopropanol was added 4.2 grams of paraformaldehyde, 10 grams of pyrrolidine and 30 milliliters of a saturated solution of hydrogen chloride in ethanol and the mixture was heated under reflux at its boiling point for 10 hours. Starting materials: O=C(O)CCC(=O)OCc1ccccc1, O=C(Cl)C(=O)Cl, c1ccccc1. The product is O=C(Cl)CCC(=O)OCc1ccccc1. Reaction SMILES: [CH2:1]([c:2]1[cH:3][cH:4][cH:5][cH:6][cH:7]1)[O:8][C:9]([CH2:10][CH2:11][C:12](=[O:13])[OH:14])=[O:15].[Cl:16][C:17]([C:18]([Cl:19])=[O:20])=[O:21].[cH:22]1[cH:23][cH:24][cH:25][cH:26][cH:27]1>>[CH2:1]([c:2]1[cH:3][cH:4][cH:5][cH:6][cH:7]1)[O:8][C:9]([CH2:10][CH2:11][C:12](=[O:13])[Cl:16])=[O:15].